This data is from the Open Reaction Database (ORD), a public repository of structured organic reaction records. The task is: describe an organic reaction: reactants, conditions, products, and yield Starting materials: FC=1C=C(C(=O)NC2=CC=C(C3=CC=CC=C23)OC2=NC(=NC=C2)S(=O)(=O)C)C=C(C1)N1CCOCC1 (3-fluoro-N-(4-{[2-(methylsulfonyl)pyrimidin-4-yl]oxy}-1-naphthyl)-5-morpholin-4-ylbenzamide), CNCCO (2-methylaminoethanol). Product: FC=1C=C(C(=O)NC2=CC=C(C3=CC=CC=C23)OC2=NC(=NC=C2)N(C)CCO)C=C(C1)N1CCOCC1 (3-Fluoro-N-[4-({2-[(2-hydroxyethyl)(methyl)amino]pyrimidin-4-yl}oxy)-1-naphthyl]-5-morpholin-4-ylbenzamide). As a reaction SMILES: [F:1][C:2]1[CH:3]=[C:4]([CH:29]=[C:30]([N:32]2[CH2:37][CH2:36][O:35][CH2:34][CH2:33]2)[CH:31]=1)[C:5]([NH:7][C:8]1[C:17]2[C:12](=[CH:13][CH:14]=[CH:15][CH:16]=2)[C:11]([O:18][C:19]2[CH:24]=[CH:23][N:22]=[C:21](S(C)(=O)=O)[N:20]=2)=[CH:10][CH:9]=1)=[O:6].[CH3:38][NH:39][CH2:40][CH2:41][OH:42]>>[F:1][C:2]1[CH:3]=[C:4]([CH:29]=[C:30]([N:32]2[CH2:37][CH2:36][O:35][CH2:34][CH2:33]2)[CH:31]=1)[C:5]([NH:7][C:8]1[C:17]2[C:12](=[CH:13][CH:14]=[CH:15][CH:16]=2)[C:11]([O:18][C:19]2[CH:24]=[CH:23][N:22]=[C:21]([N:39]([CH2:40][CH2:41][OH:42])[CH3:38])[N:20]=2)=[CH:10][CH:9]=1)=[O:6]. Procedure: Compound is prepared from 3-fluoro-N-(4-{[2-(methylsulfonyl)pyrimidin-4-yl]oxy}-1-naphthyl)-5-morpholin-4-ylbenzamide and 2-methylaminoethanol according to conditions described in general procedure C. Mp: 100-102° C.; 1H NMR (400 MHz, DMSO-d6) δ 2.77-3.52 (m, 4 H), 3.26 (s, 4 H), 3.76 (m, 4 H), 4.62 (m, 1 H), 6.19-6.22 (m, 1 H), 7.02-7.05 (m, 1 H), 7.26 (d, J=8.4 Hz, 1 H), 7.41 (d, J=8.0 Hz, 1 H), 7.50 (s, 1 H), 7.56-7.63 (m, 3 H), 7.85 (d, J=7.6 Hz, 1 H), 8.00 (d, J=7.6 Hz, 1 H), 8.25 (d, J=5.4... Product: Cl.NC(C(C)(C)S)P(O)(=O)C1=CC=CC=C1 ((1-amino-2-mercapto-2-methylpropyl)phenylphosphinic acid hydrochloride). Solvent: O (water). RXN SMILES: [ClH:1].CC1(C)[NH:7][CH:6]([P:8]([C:11]2[CH:16]=[CH:15][CH:14]=[CH:13][CH:12]=2)(=[O:10])[OH:9])[C:5]([CH3:18])([CH3:17])[S:4]1.Cl>O>[ClH:1].[NH2:7][CH:6]([P:8]([C:11]1[CH:16]=[CH:15][CH:14]=[CH:13][CH:12]=1)(=[O:9])[OH:10])[C:5]([SH:4])([CH3:18])[CH3:17] |f:0.1,4.5|. Starting materials: Cl.CC1(SC(C(N1)P(O)(=O)C1=CC=CC=C1)(C)C)C ((2,2,5,5-tetramethyl-4-thiazolidinyl)phenylphosphinic acid hydrochloride), Cl (hydrochloric acid). Procedure: 0.3 g of DL-(2,2,5,5-tetramethyl-4-thiazolidinyl)phenylphosphinic acid hydrochloride (prepared as described in Example 7) was suspended in boiling water and concentrated hydrochloric acid was added until a solution had formed. The solution was filtered and the filtrate was evaporated to dryness under reduced pressure. The solid residue was recrystallized from 3N hydrochloric acid to give DL-(1-amino-2-mercapto-2-methylpropyl)phenylphosphinic acid hydrochloride of melting point 190°-192° C. (deco... Reactants: CCCCCCCCCCCC(C)=O, Cc1ccccc1, OCC(O)CO, Cc1ccc(S(=O)(=O)O)cc1. The product is CCCCCCCCCCCC1(C)OCC(CO)O1. Reaction SMILES: [CH3:1][C:2]([CH2:3][CH2:4][CH2:5][CH2:6][CH2:7][CH2:8][CH2:9][CH2:10][CH2:11][CH2:12][CH3:13])=[O:14].[CH3:32][c:33]1[cH:34][cH:35][cH:36][cH:37][cH:38]1.[OH:15][CH2:16][CH:17]([OH:18])[CH2:19][OH:20].[c:21]1([CH3:22])[cH:23][cH:24][c:25]([S:26]([OH:27])(=[O:28])=[O:29])[cH:30][cH:31]1>>[CH3:1][C:2]1([CH2:3][CH2:4][CH2:5][CH2:6][CH2:7][CH2:8][CH2:9][CH2:10][CH2:11][CH2:12][CH3:13])[O:14][CH2:19][CH:17]([CH2:16][OH:15])[O:18]1. Starting materials: OC=1C=C(C=O)C=CC1 (3-Hydroxybenzaldehyde), O (water), [Si](C)(C)(C(C)(C)C)Cl (tert-butyldimethylsilyl chloride), N1C=NC=C1 (imidazole). Solvent: CN(C=O)C (dimethylformamide). Run at time 1 hour. The product is [Si](C)(C)(C(C)(C)C)OC=1C=C(C=O)C=CC1 (3-((tert-butyldimethylsilyl)oxy)benzaldehyde). As a reaction SMILES: [OH:1][C:2]1[CH:3]=[C:4]([CH:7]=[CH:8][CH:9]=1)[CH:5]=[O:6].[Si:10](Cl)([C:13]([CH3:16])([CH3:15])[CH3:14])([CH3:12])[CH3:11].N1C=CN=C1.O>CN(C)C=O>[Si:10]([O:1][C:2]1[CH:3]=[C:4]([CH:7]=[CH:8][CH:9]=1)[CH:5]=[O:6])([C:13]([CH3:16])([CH3:15])[CH3:14])([CH3:12])[CH3:11]. Procedure: 3-Hydroxybenzaldehyde (70 g, 0.57 mol), tert-butyldimethylsilyl chloride (92 g, 0.61 mol), and imidazole (92 g, 1.35 mol) were combined in dimethylformamide (250 mL). The mixture was stirred at room temperature, under nitrogen, for 1 hour. The solution was poured into water (1.5 L) and extracted with 2×500 mL petroleum ether (35°-60° C. boiling range). The organic solution was washed with saturated sodium chloride solution (100 mL), dried over magnesium sulfate, treated with silica gel (20 g), f... The reactants are Cc1nc(N2CCC(CCOS(C)(=O)=O)CC2)c2c(C)c(C)n(-c3c(C)cc(Br)cc3C)c2n1, CCOC(=O)CC#N, C1CCOC1, [H-], [I-], [K+], [Na+], [Na+], O=S(=O)([O-])O. The product is CCOC(=O)C(C#N)CCC1CCN(c2nc(C)nc3c2c(C)c(C)n3-c2c(C)cc(Br)cc2C)CC1. RXN SMILES: [Br:11][c:12]1[cH:13][c:14]([CH3:44])[c:15](-[n:19]2[c:20]([CH3:43])[c:21]([CH3:42])[c:22]3[c:23]2[n:24][c:25]([CH3:41])[n:26][c:27]3[N:28]2[CH2:29][CH2:30][CH:31]([CH2:34][CH2:35][O:36][S:37]([CH3:38])(=[O:39])=[O:40])[CH2:32][CH2:33]2)[c:16]([CH3:18])[cH:17]1.[CH2:1]([CH3:2])[O:3][C:4]([CH2:5][C:6]#[N:7])=[O:8].[CH2:53]1[O:54][CH2:55][CH2:56][CH2:57]1.[H-:9].[I-:45].[K+:52].[Na+:10].[Na+:46].[S:47](=[O:48])(=[O:49])([OH:50])[O-:51]>>[CH2:1]([CH3:2])[O:3][C:4]([CH:5]([C:6]#[N:7])[CH2:35][CH2:34][CH:31]1[CH2:30][CH2:29][N:28]([c:27]2[c:22]3[c:21]([CH3:42])[c:20]([CH3:43])[n:19](-[c:15]4[c:14]([CH3:44])[cH:13][c:12]([Br:11])[cH:17][c:16]4[CH3:18])[c:23]3[n:24][c:25]([CH3:41])[n:26]2)[CH2:33][CH2:32]1)=[O:8]. The reactants are C(C)(C)OC1=C(C=C(C(=O)O)C=C1)C(=O)N1CCN(CC1)C1=CC=C(C=C1)C(F)(F)F (4-isopropoxy-3-[4-(4-trifluoromethyl-phenyl)-piperazine-1-carbonyl]-benzoic acid), C1=CN(C=N1)C(=O)N2C=CN=C2 (CDI), CO (methanol). Run in CN(C)C=O (DMF). Run at temperature 50 celsius, time 16 hour. The product is COC(C1=CC(=C(C=C1)OC(C)C)C(=O)N1CCN(CC1)C1=CC=C(C=C1)C(F)(F)F)=O (4-isopropoxy-3-[4-(4-trifluoromethyl-phenyl)-piperazine-1-carbonyl]-benzoic acid methyl ester). RXN SMILES: [CH:1]([O:4][C:5]1[CH:13]=[CH:12][C:8]([C:9]([OH:11])=[O:10])=[CH:7][C:6]=1[C:14]([N:16]1[CH2:21][CH2:20][N:19]([C:22]2[CH:27]=[CH:26][C:25]([C:28]([F:31])([F:30])[F:29])=[CH:24][CH:23]=2)[CH2:18][CH2:17]1)=[O:15])([CH3:3])[CH3:2].[CH:32]1N=CN(C(N2C=NC=C2)=O)C=1.CO>CN(C=O)C>[CH3:32][O:10][C:9](=[O:11])[C:8]1[CH:12]=[CH:13][C:5]([O:4][CH:1]([CH3:3])[CH3:2])=[C:6]([C:14]([N:16]2[CH2:21][CH2:20][N:19]([C:22]3[CH:23]=[CH:24][C:25]([C:28]([F:30])([F:31])[F:29])=[CH:26][CH:27]=3)[CH2:18][CH2:17]2)=[O:15])[CH:7]=1. Procedure details: To 0.3 mmol 4-isopropoxy-3-[4-(4-trifluoromethyl-phenyl)-piperazine-1-carbonyl]-benzoic acid in 2 ml DMF was added 0.4 mmol CDI, and the mixture heated at 50° C. for 30 min. 5.2 mmol methanol was then added, and the mixture was stirred at RT for 16 h. The mixture was then cooled to room temperature, concentrated in vacuo, and the residue chromatographed on silica gel (eluant: ethyl acetate/heptane 1:4) to afford the title compound. MS (m/e): 451.2 (M+H+, 100%) Starting materials: C=CCOc1nc(S(C)(=O)=O)nc(C(=O)OCC)c1OCc1ccccc1, C1CCOC1, CCOC(C)=O, OCC1CCNCC1. The product is C=CCOc1nc(N2CCC(CO)CC2)nc(C(=O)OCC)c1OCc1ccccc1. RXN SMILES: [CH2:1]([CH:2]=[CH2:3])[O:4][c:5]1[c:6]([O:20][CH2:21][c:22]2[cH:23][cH:24][cH:25][cH:26][cH:27]2)[c:7]([C:15](=[O:16])[O:17][CH2:18][CH3:19])[n:8][c:9]([S:11]([CH3:12])(=[O:13])=[O:14])[n:10]1.[CH2:36]1[O:37][CH2:38][CH2:39][CH2:40]1.[CH3:41][CH2:42][O:43][C:44](=[O:45])[CH3:46].[NH:28]1[CH2:29][CH2:30][CH:31]([CH2:34][OH:35])[CH2:32][CH2:33]1>>[CH2:1]([CH:2]=[CH2:3])[O:4][c:5]1[c:6]([O:20][CH2:21][c:22]2[cH:23][cH:24][cH:25][cH:26][cH:27]2)[c:7]([C:15](=[O:16])[O:17][CH2:18][CH3:19])[n:8][c:9]([N:28]2[CH2:29][CH2:30][CH:31]([CH2:34][OH:35])[CH2:32][CH2:33]2)[n:10]1. RXN SMILES: [C:29](=[O:30])([OH:31])[O-:32].[C:34](=[O:35])([O-:36])[O-:37].[CH2:40]1[O:41][CH2:42][CH2:43][CH2:44]1.[CH3:23][CH2:24][O:25][C:26](=[O:27])[CH3:28].[K+:38].[K+:39].[Na+:33].[c:1]1([S:7](=[O:8])(=[O:9])[c:10]2[cH:11][c:12]3[c:13]([cH:21][cH:22]2)[NH:14][C:15](=[O:20])[C:16]([CH3:18])([CH3:19])[O:17]3)[cH:2][cH:3][cH:4][cH:5][cH:6]1>>[c:1]1([S:7](=[O:8])(=[O:9])[c:10]2[cH:11][c:12]3[c:13]([cH:21][cH:22]2)[NH:14][CH2:15][C:16]([CH3:18])([CH3:19])[O:17]3)[cH:2][cH:3][cH:4][cH:5][cH:6]1. The reactants are O=C([O-])O, O=C([O-])[O-], C1CCOC1, CCOC(C)=O, [K+], [K+], [Na+], CC1(C)Oc2cc(S(=O)(=O)c3ccccc3)ccc2NC1=O. Yields the product CC1(C)CNc2ccc(S(=O)(=O)c3ccccc3)cc2O1. Reactants: [Si](C)(C)(C(C)(C)C)OCCC=O (3-(tert-butyldimethylsilanyloxy)propan-1-one), C1CCOC1 (THF), O (water), triethyl phosphono-acetate, C1CCOC1 (THF), [H-].[Na+] (sodium hydride). Conditions: time 30 minute. Yields the product [Si](C)(C)(C(C)(C)C)OC=1C=C(C=CC1)/C(=C/C(=O)OCC)/CC (Ethyl (E)-3-[3-(tert-butyldimethylsilanyloxy)-phenyl]pent-2-enoate). Reaction SMILES: [H-].[Na+].[Si:3]([O:10][CH2:11][CH2:12][CH:13]=O)([C:6]([CH3:9])([CH3:8])[CH3:7])([CH3:5])[CH3:4].[OH2:15].[CH2:16]1[CH2:20][O:19][CH2:18][CH2:17]1>>[Si:3]([O:10][C:11]1[CH:12]=[C:13](/[C:11](/[CH2:12][CH3:13])=[CH:17]/[C:18]([O:19][CH2:20][CH3:16])=[O:15])[CH:7]=[CH:6][CH:8]=1)([C:6]([CH3:7])([CH3:8])[CH3:9])([CH3:4])[CH3:5] |f:0.1|. Procedure: 22.5 ml (113 mmol) of triethyl phosphono-acetate are dissolved in 100 ml of THF. 4.5 g (113 mmol) of 60% sodium hydride are then added, and the medium is stirred for 30 minutes at ambient temperature. A solution of 20 g (75.6 mmol) of 3-(tert-butyldimethylsilanyloxy)propan-1-one in 100 ml of THF is then added drop by drop. The medium is stirred for 6 hours, then treated with water and extracted with ethyl acetate. The residue obtained is purified by chromatography on silica gel (eluent ethyl ace...